Dataset: the Open Reaction Database (ORD), a public repository of structured organic reaction records. Task: describe an organic reaction: reactants, conditions, products, and yield Starting materials: C(CC#C)N1CCN(CC1)C(=O)OC(C)(C)C (tert-butyl 4-(but-3-ynyl)piperazine-1-carboxylate), IC1=C(C=CC=2C(COC21)=O)OC (7-iodo-6-methoxybenzofuran-3(2H)-one). The reagents and catalysts are Cl[Pd]([P](C1=CC=CC=C1)(C2=CC=CC=C2)C3=CC=CC=C3)([P](C4=CC=CC=C4)(C5=CC=CC=C5)C6=CC=CC=C6)Cl (dichlorobis(triphenylphosphine)palladium(II)), [Cu]I (copper(I) iodide). Solvent: C(C)N(CC)CC (triethylamine). Run at temperature 50 celsius, time 4 hour. The product is COC1=C(C2=C(C(CO2)=O)C=C1)C#CCCN1CCN(CC1)C(=O)OC(C)(C)C (tert-butyl 4-[4-(6-methoxy-3-oxo-2,3-dihydrobenzofuran-7-yl)but-3-ynyl]piperazine-1-carboxylate). Yield: 35.5%. Reaction SMILES: [CH2:1]([N:5]1[CH2:10][CH2:9][N:8]([C:11]([O:13][C:14]([CH3:17])([CH3:16])[CH3:15])=[O:12])[CH2:7][CH2:6]1)[CH2:2][C:3]#[CH:4].I[C:19]1[C:27]2[O:26][CH2:25][C:24](=[O:28])[C:23]=2[CH:22]=[CH:21][C:20]=1[O:29][CH3:30]>C(N(CC)CC)C.Cl[Pd](Cl)([P](C1C=CC=CC=1)(C1C=CC=CC=1)C1C=CC=CC=1)[P](C1C=CC=CC=1)(C1C=CC=CC=1)C1C=CC=CC=1.[Cu]I>[CH3:30][O:29][C:20]1[CH:21]=[CH:22][C:23]2[C:24](=[O:28])[CH2:25][O:26][C:27]=2[C:19]=1[C:4]#[C:3][CH2:2][CH2:1][N:5]1[CH2:6][CH2:7][N:8]([C:11]([O:13][C:14]([CH3:17])([CH3:16])[CH3:15])=[O:12])[CH2:9][CH2:10]1 |^1:40,59|. Procedure: A solution of tert-butyl 4-(but-3-ynyl)piperazine-1-carboxylate (0.316 g, 1.33 mmol) in triethylamine (5 mL) was added with 7-iodo-6-methoxybenzofuran-3(2H)-one (0.385 g, 1.33 mmol), dichlorobis(triphenylphosphine)palladium(II) (0.0933 g, 0.133 mmol) and copper(I) iodide (0.0127 g, 0.0665 mmol), and the mixture was stirred at 50° C. for 4 hours. The reaction mixture was concentrated, and then added with water, and the mixture was extracted twice with ethyl acetate. The organic layer was washed w... Reaction conditions: time 3 hour. The product is C(C)OC(C(C1=NC=C(C=C1)CN1CCOCC1)C1=C(C=CC(=C1)C#N)[N+](=O)[O-])=O ((5-Cyano-2-nitro-phenyl)-(5-morpholin-4-ylmethyl-pyridin-2-yl)-acetic acid ethyl ester). As a reaction SMILES: [CH2:1]([O:3][C:4](=[O:19])[CH2:5][C:6]1[CH:11]=[CH:10][C:9]([CH2:12][N:13]2[CH2:18][CH2:17][O:16][CH2:15][CH2:14]2)=[CH:8][N:7]=1)[CH3:2].C(OC(=O)OCC)C.C([N-]C(C)C)(C)C.[Li+].[N+:36]([C:39]1[CH:46]=[CH:45][C:42]([C:43]#[N:44])=[CH:41][CH:40]=1)([O-:38])=[O:37]>O1CCCC1>[CH2:1]([O:3][C:4](=[O:19])[CH:5]([C:40]1[CH:41]=[C:42]([C:43]#[N:44])[CH:45]=[CH:46][C:39]=1[N+:36]([O-:38])=[O:37])[C:6]1[CH:11]=[CH:10][C:9]([CH2:12][N:13]2[CH2:18][CH2:17][O:16][CH2:15][CH2:14]2)=[CH:8][N:7]=1)[CH3:2] |f:2.3|. Solvent: O1CCCC1 (tetrahydrofuran), O1CCCC1 (tetrahydrofuran), O1CCCC1 (tetrahydrofuran). Procedure: To a cold solution of (5-Morpholin-4-ylmethyl-pyridin-2-yl)-acetic acid ethyl ester (25 g, 130 mmol) and diethylcarbonate (33.79 g, 286 mmol) in tetrahydrofuran (62.5 ml) under nitrogen at −10° C. was added lithium diisopropylamide in tetrahydrofuran (158.9 ml, 1.8M, 286 mmol) dropwise over 1 hr 10 min. After stirring for an additional 30 mins at −10° C. a solution of 4-nitrobenzonitrile (29.78 g, 195 mmol) in tetrahydrofuran (175 ml) is added dropwise and stirring continued for 3 hrs. The react... Reactants: C(C)OC(CC1=NC=C(C=C1)CN1CCOCC1)=O ((5-Morpholin-4-ylmethyl-pyridin-2-yl)-acetic acid ethyl ester), C(C)OC(OCC)=O (diethylcarbonate), C(C)(C)[N-]C(C)C.[Li+] (lithium diisopropylamide), [N+](=O)([O-])C1=CC=C(C#N)C=C1 (4-nitrobenzonitrile), solution. Reactants: ClC1=NC=CC(=N1)C#CC=1C=CC(=C(C1)NC(C(F)(F)F)=O)C (N-{5-[(2-chloro-4-pyrimidinyl)ethynyl]-2-methylphenyl}-2,2,2-trifluoroacetamide), [I-].N[N+]1=CC=CC=C1 (N-aminopyridinium iodide), C(=O)([O-])[O-].[K+].[K+] (K2CO3). The solvent is CN(C)C=O (DMF), O (water). Reaction conditions: time 3 hour. Yields the product ClC1=NC=CC(=N1)C=1C(=NN2C1C=CC=C2)C=2C=CC(=C(C2)NC(C(F)(F)F)=O)C (N-{5-[3-(2-Chloro-4-pyrimidinyl)pyrazolo[1,5-a]pyridin-2-yl]-2-methylphenyl}-2,2,2-trifluoroacetamide). Yield: 55.6%. Reaction SMILES: [Cl:1][C:2]1[N:7]=[C:6]([C:8]#[C:9][C:10]2[CH:11]=[CH:12][C:13]([CH3:23])=[C:14]([NH:16][C:17](=[O:22])[C:18]([F:21])([F:20])[F:19])[CH:15]=2)[CH:5]=[CH:4][N:3]=1.[I-].[NH2:25][N+:26]1[CH:31]=[CH:30][CH:29]=[CH:28][CH:27]=1.C([O-])([O-])=O.[K+].[K+]>CN(C=O)C.O>[Cl:1][C:2]1[N:7]=[C:6]([C:8]2[C:9]([C:10]3[CH:11]=[CH:12][C:13]([CH3:23])=[C:14]([NH:16][C:17](=[O:22])[C:18]([F:19])([F:20])[F:21])[CH:15]=3)=[N:25][N:26]3[CH:31]=[CH:30][CH:29]=[CH:28][C:27]=23)[CH:5]=[CH:4][N:3]=1 |f:1.2,3.4.5|. Procedure details: To a solution of N-{5-[(2-chloro-4-pyrimidinyl)ethynyl]-2-methylphenyl}-2,2,2-trifluoroacetamide (2.7 g, 8 mmol) in DMF (50 mL) was added N-aminopyridinium iodide (3.6 g, 16 mmol) and K2CO3 (3.3 g, 24 mmol). After 3 h, the reaction was diluted with water and extracted with DCM. The combined organic solutions were dried over MgSO4 and concentrated onto silica gel. The crude material was purified by column chromatography. Fractions containing product were concentrated and the solid triturated with... The reactants are Cupric sulfate, N1=CC=CC=C1 (pyridine), BrC1=CC=C(C=C1)C(=O)C(O)C1=CC=C(C=C1)C (4-Bromo-4'-methylbenzoin). Run in O (water). Yields the product BrC1=CC=C(C=C1)C(=O)C(=O)C1=CC=C(C=C1)C (4-Bromo-4'-methylbenzil). As a reaction SMILES: N1C=CC=CC=1.[Br:7][C:8]1[CH:13]=[CH:12][C:11]([C:14]([CH:16]([C:18]2[CH:23]=[CH:22][C:21]([CH3:24])=[CH:20][CH:19]=2)[OH:17])=[O:15])=[CH:10][CH:9]=1>O>[Br:7][C:8]1[CH:13]=[CH:12][C:11]([C:14]([C:16]([C:18]2[CH:19]=[CH:20][C:21]([CH3:24])=[CH:22][CH:23]=2)=[O:17])=[O:15])=[CH:10][CH:9]=1. Procedure: Cupric sulfate, 90 g. (0.36 mole), is stirred and heated on the steam-bath with 110 ml. of pyridine and 45 ml. of water until complete solution is obtained. 4-Bromo-4'-methylbenzoin, 55 g. (0.18 mole), is added and the mixture is stirred and heated on the steam-bath for 3 hours. During this period, the yellow crystalline product separates. After cooling and dilution with water, the product is collected, washed with water, 1 N hydrochloric acid, and water, and dried; m.p. 132°-135°C. The analytic... Starting materials: CCOCC, ClCCl, O=[Cr](=O)([O-])O[Cr](=O)(=O)[O-], OCc1ccc2cc[nH]c2c1, c1cc[nH+]cc1, c1cc[nH+]cc1. The product is O=Cc1ccc2cc[nH]c2c1. RXN SMILES: [CH3:36][CH2:37][O:38][CH2:39][CH3:40].[Cl:33][CH2:34][Cl:35].[Cr:12]([O:13][Cr:14]([O-:15])(=[O:16])=[O:17])([O-:18])(=[O:19])=[O:20].[OH:1][CH2:2][c:3]1[cH:4][cH:5][c:6]2[cH:7][cH:8][nH:9][c:10]2[cH:11]1.[nH+:21]1[cH:22][cH:23][cH:24][cH:25][cH:26]1.[nH+:27]1[cH:28][cH:29][cH:30][cH:31][cH:32]1>>[O:1]=[CH:2][c:3]1[cH:4][cH:5][c:6]2[cH:7][cH:8][nH:9][c:10]2[cH:11]1. Reactants: CNCC(=O)O[C@@H](CN1N(C(C(=C1C)C(NC1=CC(=C(C=C1)OC1=CC=NC2=CC(=CC=C12)OC)F)=O)=O)C1=CC=CC=C1)C ((R)-1-(4-(4-(7-methoxyquinolin-4-yloxy)-3-fluorophenyl-carbamoyl)-2,3-dihydro-5-methyl-3-oxo-2-phenylpyrazol-1-yl)propan-2-yl 2-(methyl-amino)acetate), Cl.CCOC(=O)C (HCl EtOAc), solid. Yields the product Cl.CNCC(=O)O[C@@H](CN1N(C(C(=C1C)C(NC1=CC(=C(C=C1)OC1=CC=NC2=CC(=CC=C12)OC)F)=O)=O)C1=CC=CC=C1)C ((R)-1-(4-(3-fluoro-4-(7-methoxyquinolin-4-yloxy)phenylcarbamoyl)-5-methyl-3-oxo-2-phenyl-2,3-dihydropyrazol-1-yl)propan-2-yl 2-(methylamino)acetate hydrochloride). RXN SMILES: [CH3:1][NH:2][CH2:3][C:4]([O:6][C@H:7]([CH3:45])[CH2:8][N:9]1[C:13]([CH3:14])=[C:12]([C:15](=[O:37])[NH:16][C:17]2[CH:22]=[CH:21][C:20]([O:23][C:24]3[C:33]4[C:28](=[CH:29][C:30]([O:34][CH3:35])=[CH:31][CH:32]=4)[N:27]=[CH:26][CH:25]=3)=[C:19]([F:36])[CH:18]=2)[C:11](=[O:38])[N:10]1[C:39]1[CH:44]=[CH:43][CH:42]=[CH:41][CH:40]=1)=[O:5].[ClH:46].CCOC(C)=O>>[ClH:46].[CH3:1][NH:2][CH2:3][C:4]([O:6][C@H:7]([CH3:45])[CH2:8][N:9]1[C:13]([CH3:14])=[C:12]([C:15](=[O:37])[NH:16][C:17]2[CH:22]=[CH:21][C:20]([O:23][C:24]3[C:33]4[C:28](=[CH:29][C:30]([O:34][CH3:35])=[CH:31][CH:32]=4)[N:27]=[CH:26][CH:25]=3)=[C:19]([F:36])[CH:18]=2)[C:11](=[O:38])[N:10]1[C:39]1[CH:40]=[CH:41][CH:42]=[CH:43][CH:44]=1)=[O:5] |f:1.2,3.4|. Procedure: The title compound was prepared according to the procedure described in Example 39 step 3 by using (R)-1-(4-(4-(7-methoxyquinolin-4-yloxy)-3-fluorophenyl-carbamoyl)-2,3-dihydro-5-methyl-3-oxo-2-phenylpyrazol-1-yl)propan-2-yl 2-(methyl-amino)acetate (82.3 mg, 0.134 mmol) and a saturated solution of HCl/EtOAc (3 mL). The title compound was abtained as a yellow solid (64.5 mg, 70%). Starting materials: CCN(CC)C(N)=O, CCOCC, CCN(CC)C(=O)N(C1CCCCC1)C1CC2CCC(C1)N2C(=O)OC(C)(C)C, Cl. Yields the product CCN(CC)C(=O)N(C1CCCCC1)C1CC2CCC(C1)N2. Reaction SMILES: [CH2:30]([N:31]([CH2:32][CH3:33])[C:34]([NH2:35])=[O:36])[CH3:37].[CH3:39][CH2:40][O:41][CH2:42][CH3:43].[CH:1]1([N:7]([CH:8]2[CH2:9][CH:10]3[CH2:11][CH2:12][CH:13]([CH2:14]2)[N:15]3[C:16]([O:17][C:18]([CH3:19])([CH3:20])[CH3:21])=[O:22])[C:23](=[O:24])[N:25]([CH2:26][CH3:27])[CH2:28][CH3:29])[CH2:2][CH2:3][CH2:4][CH2:5][CH2:6]1.[ClH:38]>>[CH:1]1([N:7]([CH:8]2[CH2:9][CH:10]3[CH2:11][CH2:12][CH:13]([CH2:14]2)[NH:15]3)[C:23](=[O:24])[N:25]([CH2:26][CH3:27])[CH2:28][CH3:29])[CH2:2][CH2:3][CH2:4][CH2:5][CH2:6]1. Starting materials: solution, ClCC1=CC=CC2=CC=CC=C12 (1-chloromethyl-naphthalene), CN (methylamine). Solvent: C(C)O (ethanol), C(C)O (ethanol). Conditions: time 8 hour. The product is CNCC1=CC=CC2=CC=CC=C12 (N-Methyl-(1-naphthylmethyl)amine). RXN SMILES: Cl[CH2:2][C:3]1[C:12]2[C:7](=[CH:8][CH:9]=[CH:10][CH:11]=2)[CH:6]=[CH:5][CH:4]=1.[CH3:13][NH2:14]>C(O)C>[CH3:13][NH:14][CH2:2][C:3]1[C:12]2[C:7](=[CH:8][CH:9]=[CH:10][CH:11]=2)[CH:6]=[CH:5][CH:4]=1. Procedure details: 17.6 g of 1-chloromethyl-naphthalene in 40 ml of absolute ethanol is added, dropwise, at 0° to 5°, to 100 ml of a 33% solution of methylamine in absolute ethanol. The mixture is allowed to stand overnight and is then evaporated. The residue is taken up in a little chloroform and washed with 100 ml of 1 N sodium hydroxide solution and with water. The organic phase is dried and evaporated to dryness. The residue is distilled at 0.01 Torr to obtain the heading compound as main fraction, b.p. 85°-87...